This data is from the Open Reaction Database (ORD), a public repository of structured organic reaction records. The task is: describe an organic reaction: reactants, conditions, products, and yield Procedure: A mixture of ethyl 6-chloro-4-phenyl-3-quinolinecarboxylate (2.5 g), potassium hydroxide (2.24 g) and ethanol (25 ml) was heated for 10 mins. at 80° C. The mixture was diluted with water and acidified with hydrochloric acid to give 6-chloro-4-phenyl-3-quinolinecarboxylic acid as crystals (2.20 g, 96.9%), which was recrystallized from a mixture of methanol and chloroform as pale yellow prisms. m.p. 269°-270° C. The reactants are ClC=1C=C2C(=C(C=NC2=CC1)C(=O)OCC)C1=CC=CC=C1 (ethyl 6-chloro-4-phenyl-3-quinolinecarboxylate), [OH-].[K+] (potassium hydroxide), C(C)O (ethanol), Cl (hydrochloric acid). The solvent is O (water). RXN SMILES: [Cl:1][C:2]1[CH:3]=[C:4]2[C:9](=[CH:10][CH:11]=1)[N:8]=[CH:7][C:6]([C:12]([O:14]CC)=[O:13])=[C:5]2[C:17]1[CH:22]=[CH:21][CH:20]=[CH:19][CH:18]=1.[OH-].[K+].C(O)C.Cl>O>[Cl:1][C:2]1[CH:3]=[C:4]2[C:9](=[CH:10][CH:11]=1)[N:8]=[CH:7][C:6]([C:12]([OH:14])=[O:13])=[C:5]2[C:17]1[CH:18]=[CH:19][CH:20]=[CH:21][CH:22]=1 |f:1.2|. Isolated yield 96.7%. Product: ClC=1C=C2C(=C(C=NC2=CC1)C(=O)O)C1=CC=CC=C1 (6-chloro-4-phenyl-3-quinolinecarboxylic acid). The reactants are COS(=O)(=O)OC, [Na+], [Na+], [Na+], [OH-], O, O, O, O, O, O, O, O, COC(=O)c1cc(O)c(O)c(O)c1, OB1O[B-]2(O)OB(O)O[B-](O)(O1)O2, O=S(=O)(O)O. Yields the product COC(=O)c1cc(O)c(O)c(OC)c1. Reaction SMILES: [CH3:14][O:15][S:16]([O:17][CH3:18])(=[O:19])=[O:20].[Na+:22].[Na+:28].[Na+:29].[OH-:21].[OH2:30].[OH2:31].[OH2:32].[OH2:33].[OH2:34].[OH2:35].[OH2:36].[OH2:37].[OH:1][c:2]1[cH:3][c:4]([C:5](=[O:6])[O:7][CH3:8])[cH:9][c:10]([OH:13])[c:11]1[OH:12].[OH:38][B:39]1[O:40][B-:41]2([OH:50])[O:42][B-:43]([OH:48])([O:44][B:45]([OH:47])[O:46]2)[O:49]1.[S:23](=[O:24])(=[O:25])([OH:26])[OH:27]>>[O:1]([c:2]1[cH:3][c:4]([C:5](=[O:6])[O:7][CH3:8])[cH:9][c:10]([OH:13])[c:11]1[OH:12])[CH3:14]. Starting materials: [BH4-], CC1(C)OCC(Cc2ccccc2)N1C(=O)C(O)c1ccn(-c2ccc(-c3ccccc3)cc2)c1, CC1(C)OCC(Cc2ccccc2)N1C(=O)C(=O)c1ccc(-c2ccc(-c3ccccc3)cc2)o1, [Na+]. Product: CC1(C)OCC(Cc2ccccc2)N1C(=O)C(O)c1ccc(-c2ccc(-c3ccccc3)cc2)o1. RXN SMILES: [BH4-:71].[CH2:1]([CH:2]1[CH2:3][O:4][C:5]([CH3:6])([CH3:7])[N:8]1[C:9](=[O:10])[CH:11]([c:12]1[cH:13][cH:14][n:15](-[c:16]2[cH:17][cH:18][c:19](-[c:20]3[cH:21][cH:22][cH:23][cH:24][cH:25]3)[cH:26][cH:27]2)[cH:28]1)[OH:29])[c:30]1[cH:31][cH:32][cH:33][cH:34][cH:35]1.[CH2:36]([c:37]1[cH:38][cH:39][cH:40][cH:41][cH:42]1)[CH:43]1[N:44]([C:50]([C:51](=[O:52])[c:53]2[cH:54][cH:55][c:56](-[c:58]3[cH:59][cH:60][c:61](-[c:64]4[cH:65][cH:66][cH:67][cH:68][cH:69]4)[cH:62][cH:63]3)[o:57]2)=[O:70])[C:45]([CH3:48])([CH3:49])[O:46][CH2:47]1.[Na+:72]>>[CH2:36]([c:37]1[cH:38][cH:39][cH:40][cH:41][cH:42]1)[CH:43]1[N:44]([C:50]([CH:51]([OH:52])[c:53]2[cH:54][cH:55][c:56](-[c:58]3[cH:59][cH:60][c:61](-[c:64]4[cH:65][cH:66][cH:67][cH:68][cH:69]4)[cH:62][cH:63]3)[o:57]2)=[O:70])[C:45]([CH3:48])([CH3:49])[O:46][CH2:47]1. Starting materials: O=CCC1CN(Cc2ccccc2)CCN1Cc1ccccc1, C1CCNCC1, CO. The product is c1ccc(CN2CCN(Cc3ccccc3)C(CCN3CCCCC3)C2)cc1. Reaction SMILES: [CH2:1]([c:2]1[cH:3][cH:4][cH:5][cH:6][cH:7]1)[N:8]1[CH:9]([CH2:21][CH:22]=[O:23])[CH2:10][N:11]([CH2:14][c:15]2[cH:16][cH:17][cH:18][cH:19][cH:20]2)[CH2:12][CH2:13]1.[CH2:24]1[CH2:25][CH2:26][NH:27][CH2:28][CH2:29]1.[CH3:30][OH:31]>>[CH2:1]([c:2]1[cH:3][cH:4][cH:5][cH:6][cH:7]1)[N:8]1[CH:9]([CH2:21][CH2:22][N:27]2[CH2:26][CH2:25][CH2:24][CH2:29][CH2:28]2)[CH2:10][N:11]([CH2:14][c:15]2[cH:16][cH:17][cH:18][cH:19][cH:20]2)[CH2:12][CH2:13]1.